From a dataset of the Open Reaction Database (ORD), a public repository of structured organic reaction records. describe an organic reaction: reactants, conditions, products, and yield Reported procedure: A suspension of MnCl2 (0.25 g, 1.98 mmol) and LiCl (0.17 g, 3.955 mmol) in a mixture of 2 ml of anhydrous tetrahydrofuran and 0.38 ml of dimethoxyethane (3.955 mmol) is stirred at room temperature. After stirring for approximately 30 minutes, a homogeneous medium is obtained. The addition is then so carried out of 1/1: PdCl2/dppp (0.023 g, 1 mol %) and of o-bromobenzonitrile (0.72 g, 3.955 mmol) and then a solution of p-tolylmagnesium chloride in tetrahydrofuran (1.80N, 2.86 ml, 5.14 mmol) is ad... Reaction SMILES: [Li+].[Cl-].C(COC)OC.Br[C:10]1[CH:17]=[CH:16][CH:15]=[CH:14][C:11]=1[C:12]#[N:13].[C:18]1([CH3:26])[CH:23]=[CH:22][C:21]([Mg]Cl)=[CH:20][CH:19]=1>O1CCCC1.Cl[Pd]Cl.C1C=CC(P(C2C=CC=CC=2)CCCP(C2C=CC=CC=2)C2C=CC=CC=2)=CC=1>[C:18]1([CH3:26])[CH:23]=[CH:22][C:21]([C:10]2[CH:17]=[CH:16][CH:15]=[CH:14][C:11]=2[C:12]#[N:13])=[CH:20][CH:19]=1 |f:0.1,6.7|. Yields the product C1(=CC=C(C=C1)C1=C(C#N)C=CC=C1)C (o-(p-tolyl)benzonitrile). Run in O1CCCC1 (tetrahydrofuran), O1CCCC1 (tetrahydrofuran). Reagents/catalysts: Cl[Pd]Cl.C=1C=CC(=CC1)P(CCCP(C=2C=CC=CC2)C=3C=CC=CC3)C=4C=CC=CC4 (PdCl2 dppp). The reactants are BrC1=C(C#N)C=CC=C1 (o-bromobenzonitrile), C1(=CC=C(C=C1)[Mg]Cl)C (p-tolylmagnesium chloride), MnCl2, [Li+].[Cl-] (LiCl), C(OC)COC (dimethoxyethane). Reactants: ClCCl, C=CC(=O)C(C)=CCc1c(OC)c(C)c2c(c1OS(=O)(=O)c1ccc(C)cc1)C(=O)OC2, CCOC(C)=O. The product is COc1c(C)c2c(c(OS(=O)(=O)c3ccc(C)cc3)c1CC1=C(C)C(=O)CC1)C(=O)OC2. RXN SMILES: [CH2:33]([Cl:34])[Cl:35].[CH3:1][O:2][c:3]1[c:4]([CH2:25][CH:26]=[C:27]([C:28]([CH:29]=[CH2:30])=[O:31])[CH3:32])[c:5]([O:14][S:15](=[O:16])(=[O:17])[c:18]2[cH:19][cH:20][c:21]([CH3:24])[cH:22][cH:23]2)[c:6]2[c:10]([c:11]1[CH3:12])[CH2:9][O:8][C:7]2=[O:13].[CH3:36][CH2:37][O:38][C:39](=[O:40])[CH3:41]>>[CH3:1][O:2][c:3]1[c:4]([CH2:25][C:26]2=[C:27]([CH3:32])[C:28](=[O:31])[CH2:29][CH2:30]2)[c:5]([O:14][S:15](=[O:16])(=[O:17])[c:18]2[cH:19][cH:20][c:21]([CH3:24])[cH:22][cH:23]2)[c:6]2[c:10]([c:11]1[CH3:12])[CH2:9][O:8][C:7]2=[O:13]. Starting materials: COc1cc(N2CCOCC2)ccc1Nc1nc(Cl)ncc1Cl, CC(=O)N1CCCC(C)(C)c2ccc(N)cc21. The product is COc1cc(N2CCOCC2)ccc1Nc1nc(Nc2ccc3c(c2)N(C(C)=O)CCCC3(C)C)ncc1Cl. RXN SMILES: [Cl:18][c:19]1[n:20][cH:21][c:22]([Cl:40])[c:23]([NH:25][c:26]2[c:27]([O:38][CH3:39])[cH:28][c:29]([N:32]3[CH2:33][CH2:34][O:35][CH2:36][CH2:37]3)[cH:30][cH:31]2)[n:24]1.[NH2:1][c:2]1[cH:3][cH:4][c:5]2[c:6]([cH:17]1)[N:7]([C:14]([CH3:15])=[O:16])[CH2:8][CH2:9][CH2:10][C:11]2([CH3:12])[CH3:13]>>[NH:1]([c:2]1[cH:3][cH:4][c:5]2[c:6]([cH:17]1)[N:7]([C:14]([CH3:15])=[O:16])[CH2:8][CH2:9][CH2:10][C:11]2([CH3:12])[CH3:13])[c:19]1[n:20][cH:21][c:22]([Cl:40])[c:23]([NH:25][c:26]2[c:27]([O:38][CH3:39])[cH:28][c:29]([N:32]3[CH2:33][CH2:34][O:35][CH2:36][CH2:37]3)[cH:30][cH:31]2)[n:24]1. Reactants: CO, COC(=O)CCc1cccc(CN)c1, Cl, O=Cc1ccc2c(c1)OCO2. Yields the product COC(=O)CCc1cccc(CNCc2ccc3c(c2)OCO3)c1. Reaction SMILES: [CH3:27][OH:28].[CH3:2][O:3][C:4]([CH2:5][CH2:6][c:7]1[cH:8][c:9]([CH2:13][NH2:14])[cH:10][cH:11][cH:12]1)=[O:15].[ClH:1].[O:16]1[CH2:17][O:18][c:19]2[c:20]1[cH:21][cH:22][c:23]([CH:25]=[O:26])[cH:24]2>>[CH3:2][O:3][C:4]([CH2:5][CH2:6][c:7]1[cH:8][c:9]([CH2:13][NH:14][CH2:25][c:23]2[cH:22][cH:21][c:20]3[c:19]([cH:24]2)[O:18][CH2:17][O:16]3)[cH:10][cH:11][cH:12]1)=[O:15]. The reactants are Cl (HCl), [N+](=O)([O-])C1=CC=CC=C1 (nitrobenzene), [N+](=O)([O-])C1=C(C=O)C=CC=C1 (orthonitrobenzaldehyde), Cl.Cl.COC1=CC(=C(C=C1)N)N (4-methoxy-l,2-phenylene diamine dihydrochloride). Solvent: [OH-].[Na+] (NaOH), CCOCC (Et2O). The product is COC1=CC=CC=2N=C(NC21)C2=C(C=CC=C2)[N+](=O)[O-] (4-methoxy-2-(2-nitrophenyl) benzimidazole). Isolated yield 48.0%. Reaction SMILES: Cl.Cl.[CH3:3][O:4][C:5]1[CH:10]=[CH:9][C:8](N)=[C:7]([NH2:12])[CH:6]=1.[N+:13]([C:16]1[CH:21]=[CH:20][CH:19]=[CH:18][CH:17]=1)([O-:15])=[O:14].[N+:22]([C:25]1C=CC=CC=1C=O)([O-])=O.Cl>[OH-].[Na+].CCOCC>[CH3:3][O:4][C:5]1[C:6]2[NH:22][C:25]([C:17]3[CH:18]=[CH:19][CH:20]=[CH:21][C:16]=3[N+:13]([O-:15])=[O:14])=[N:12][C:7]=2[CH:8]=[CH:9][CH:10]=1 |f:0.1.2,6.7|. Procedure: This compound was prepared via Scheme 6 in a multistep synthesis as follows: 4-methoxy-l,2-phenylene diamine dihydrochloride (4.2 g, 30.43 mmol) was dissolved in NaOH (3N) and extracted with CH2Cl2. The organic layer was dried over MgSO4 and the solvent removed in vacuo to yield an oil. 1H NMR showed the free base to be pure. To this was added nitrobenzene (100 mL), orthonitrobenzaldehyde (1.09 g, 7.24 mmol) and the reaction was heated overnight. The reaction mixture was cooled to RT and poured ... Starting materials: C(C1=CC=CC=C1)N1CC(C(C1)C(F)(F)F)C(=O)OCC (1-benzyl-3-(RS)-carboethoxy-4-(RS)-trifluoromethylpyrrolidine), solution, [H-].[H-].[H-].[H-].[Li+].[Al+3] (LAH). Solvent: C1CCOC1 (THF), C1CCOC1 (THF). Run at time 30 minute. Product: C(C1=CC=CC=C1)N1CC(C(C1)C(F)(F)F)CO (1Benzyl-3-(RS)-hydroxymethyl4-(RS)-trifluoromethyl pyrrolidine). The yield is 96.4%. Reaction SMILES: [CH2:1]([N:8]1[CH2:12][CH:11]([C:13]([F:16])([F:15])[F:14])[CH:10]([C:17](OCC)=[O:18])[CH2:9]1)[C:2]1[CH:7]=[CH:6][CH:5]=[CH:4][CH:3]=1.[H-].[H-].[H-].[H-].[Li+].[Al+3]>C1COCC1>[CH2:1]([N:8]1[CH2:12][CH:11]([C:13]([F:16])([F:14])[F:15])[CH:10]([CH2:17][OH:18])[CH2:9]1)[C:2]1[CH:3]=[CH:4][CH:5]=[CH:6][CH:7]=1 |f:1.2.3.4.5.6|. Reported procedure: To a solution of 1.8 g (6 mmol) of 1-benzyl-3-(RS)-carboethoxy-4-(RS)-trifluoromethylpyrrolidine in 20 mL of THF at 0° C. was added 4.8 mL (4.8 mmol) of a 1M solution of LAH in THF and the reaction was stirred at rt for 30 min. The reaction mixture was quenched with 5N NaOH solution and extracted with ether. The combined organic fractions were washed with 2N NaOH solution and sat'd NaCl solution, dried over Na2SO4, filtered and the filtrate was concentrated. The residue was purified by chromatog... Starting materials: BrC1=C2C3(C(N(C2=CC=C1)CCC1CC1)=O)COC=1C3=CC3=C(OCO3)C1 (4′-bromo-1′-(2-cyclopropylethyl)spiro[furo[2,3-f][1,3]benzodioxole-7,3′-indol]-2′(1′H)-one), CN(C1=CC=C(C=N1)B(O)O)C ([6-(dimethylamino)pyridin-3-yl]boronic acid), BrC1=C2C3(C(N(C2=CC=C1)CCCCC)=O)COC=1C3=CC3=C(OCO3)C1 (4′-bromo-1′-pentylspiro[furo[2,3-f][1,3]benzodioxole-7,3′-indol]-2′(1′H)-one), N1=CC(=CC2=CC=CC=C12)B(O)O (quinolin-3-ylboronic acid). The product is C1(CC1)CCN1C(C2(C3=C(C=CC=C13)C=1C=NC3=CC=CC=C3C1)COC=1C2=CC2=C(OCO2)C1)=O (1′-(2-cyclopropylethyl)-4′-quinolin-3-ylspiro[furo[2,3-f][1,3]benzodioxole-7,3′-indol]-2′(1H)-one). RXN SMILES: Br[C:2]1[CH:10]=[CH:9][CH:8]=[C:7]2[C:3]=1[C:4]1([C:20]3=[CH:21][C:22]4[O:26][CH2:25][O:24][C:23]=4[CH:27]=[C:19]3[O:18][CH2:17]1)[C:5](=[O:16])[N:6]2[CH2:11][CH2:12][CH:13]1[CH2:15][CH2:14]1.BrC1C=CC=[C:34]2[C:30]=1[C:31]1([C:47]3=[CH:48][C:49]4OCO[C:50]=4[CH:54]=[C:46]3OC1)C(=O)[N:33]2CCCCC.N1C2C(=CC=CC=2)C=C(B(O)O)C=1.CN(C)C1N=CC(B(O)O)=CC=1>>[CH:13]1([CH2:12][CH2:11][N:6]2[C:7]3[C:3](=[C:2]([C:30]4[CH:34]=[N:33][C:48]5[C:47]([CH:31]=4)=[CH:46][CH:54]=[CH:50][CH:49]=5)[CH:10]=[CH:9][CH:8]=3)[C:4]3([C:20]4=[CH:21][C:22]5[O:26][CH2:25][O:24][C:23]=5[CH:27]=[C:19]4[O:18][CH2:17]3)[C:5]2=[O:16])[CH2:14][CH2:15]1. Procedure: Following the procedure as described in EXAMPLE 4, and making non-critical variations using 4′-bromo-1′-(2-cyclopropylethyl)spiro[furo[2,3-f][1,3]benzodioxole-7,3′-indol]-2′(1′H)-one to replace 4′-bromo-1′-pentylspiro[furo[2,3-f][1,3]benzodioxole-7,3′-indol]-2′(1′H)-one, and quinolin-3-ylboronic acid to replace [6-(dimethylamino)pyridin-3-yl]boronic acid, the title compound was obtained: MS (ES+) m/z 477.5 (M+1)